This data is from the Open Reaction Database (ORD), a public repository of structured organic reaction records. The task is: describe an organic reaction: reactants, conditions, products, and yield Starting materials: N1=CNC2=C1C=CC=C2 (Benzimidazole), BrCC#N (bromoacetonitrile). Yields the product N1(C=NC2=C1C=CC=C2)CC#N (Benzoimidazol-1-yl-acetonitrile). Reaction SMILES: [N:1]1[C:5]2[CH:6]=[CH:7][CH:8]=[CH:9][C:4]=2[NH:3][CH:2]=1.Br[CH2:11][C:12]#[N:13]>>[N:1]1([CH2:11][C:12]#[N:13])[C:5]2[CH:6]=[CH:7][CH:8]=[CH:9][C:4]=2[N:3]=[CH:2]1. Reported procedure: The title compound is synthesized by coupling of Benzimidazole and bromoacetonitrile analogously to the preparation of Intermediate 149.2 as a colorless solid; ES-MS: M+H=158.0: CtRet=3.42. The reactants are [H-].[Na+] (sodium hydride), N1C(=C(C=C1)C(=O)OCC)C(=O)OCC (diethyl 1H-pyrrole-2,3-dicarboxylate), ClC1=CC=C(C(=O)C2=CC=C(CBr)C=C2)C=C1 (4-(4-chlorobenzoyl)benzyl bromide). The solvent is O (water), COCCOC (DME). Reaction conditions: temperature 0 celsius, time 0.5 hour. Yields the product ClC1=CC=C(C(=O)C2=CC=C(CN3C(=C(C=C3)C(=O)OCC)C(=O)OCC)C=C2)C=C1 (1-[4-(4-Chlorobenzoyl)benzyl]-2,3-diethoxycarbonyl-pyrrole). Yield: 95.8%. RXN SMILES: [NH:1]1[CH:5]=[CH:4][C:3]([C:6]([O:8][CH2:9][CH3:10])=[O:7])=[C:2]1[C:11]([O:13][CH2:14][CH3:15])=[O:12].[H-].[Na+].[Cl:18][C:19]1[CH:34]=[CH:33][C:22]([C:23]([C:25]2[CH:32]=[CH:31][C:28]([CH2:29]Br)=[CH:27][CH:26]=2)=[O:24])=[CH:21][CH:20]=1>COCCOC.O>[Cl:18][C:19]1[CH:20]=[CH:21][C:22]([C:23]([C:25]2[CH:32]=[CH:31][C:28]([CH2:29][N:1]3[CH:5]=[CH:4][C:3]([C:6]([O:8][CH2:9][CH3:10])=[O:7])=[C:2]3[C:11]([O:13][CH2:14][CH3:15])=[O:12])=[CH:27][CH:26]=2)=[O:24])=[CH:33][CH:34]=1 |f:1.2|. Reported procedure: Under argon gas, diethyl 1H-pyrrole-2,3-dicarboxylate (4.79 g) was dissolved in DME (100 ml) and the solution was cooled to 0° C. Then, sodium hydride (990 mg) was added and the mixture was stirred at room temperature for 0.5 hour, after which it was cooled to 0° C. again. To this reaction mixtrue was added 4-(4-chlorobenzoyl)benzyl bromide (8.53 g) and the mixture was stirred at room temperature for 14 hours. This reaction mixture was diluted with water and extracted with ethyl acetate (500 ml)... Starting materials: COC(=O)CCCCCCCNc1ccc(OC)cc1, CO, [H-], [Na+]. Product: COc1ccc(NCCCCCCCC(=O)O)cc1. Reaction SMILES: [CH3:1][O:2][C:3]([CH2:4][CH2:5][CH2:6][CH2:7][CH2:8][CH2:9][CH2:10][NH:11][c:12]1[cH:13][cH:14][c:15]([O:18][CH3:19])[cH:16][cH:17]1)=[O:20].[CH3:23][OH:24].[H-:21].[Na+:22]>>[O:2]=[C:3]([CH2:4][CH2:5][CH2:6][CH2:7][CH2:8][CH2:9][CH2:10][NH:11][c:12]1[cH:13][cH:14][c:15]([O:18][CH3:19])[cH:16][cH:17]1)[OH:20]. Reactants: N=1OC=2CCCC3NC=4C=CC=CC4C1C23 (4,5,5a,6-tetrahydro-3H-isoxazolo[5,4,3-kl]acridine), C(C)N=C=O (ethyl isocyanate), C(C)N=C=O (ethyl isocyanate). Run in C(Cl)(Cl)(Cl)Cl (CCl4). Product: C(C)NC(=O)N1C=2C=CC=CC2C=2C3=C(CCCC13)ON2 (6-Ethylaminocarbonyl-4,5,5a,6-tetrahydro-3H-isoxazolo[5,4,3-kl]acridine). Reaction SMILES: [N:1]1[O:2][C:3]2[CH2:4][CH2:5][CH2:6][CH:7]3[C:16]=2[C:15]=1[C:14]1[CH:13]=[CH:12][CH:11]=[CH:10][C:9]=1[NH:8]3.[CH2:17]([N:19]=[C:20]=[O:21])[CH3:18]>C(Cl)(Cl)(Cl)Cl>[CH2:17]([NH:19][C:20]([N:8]1[CH:7]2[C:16]3=[C:3]([O:2][N:1]=[C:15]3[C:14]3[CH:13]=[CH:12][CH:11]=[CH:10][C:9]1=3)[CH2:4][CH2:5][CH2:6]2)=[O:21])[CH3:18]. Reported procedure: In 20 ml CCl4 were combined 5.00 g 4,5,5a,6-tetrahydro-3H-isoxazolo[5,4,3-kl]acridine and 9 ml ethyl isocyanate. The mixture was refluxed for two days. After the first day, 9 ml more ethyl isocyanate was added. The reaction mixture was then cooled in ice and the precipitate filtered. The precipitate was recrystallized from 1:1 DCM/hexanes and dried in vacuo at 80° C. to yield 3.91 g crystals, m.p. 189° C.